Dataset: the Open Reaction Database (ORD), a public repository of structured organic reaction records. Task: describe an organic reaction: reactants, conditions, products, and yield The reactants are CC(C)(C)OC(=O)NC1CN(C2CC=C(c3ccc4c(c3)OCO4)CC2)C1, ClCCl, O=C(O)C(F)(F)F. The product is O=C(O)C(F)(F)F, NC1CN(C2CC=C(c3ccc4c(c3)OCO4)CC2)C1. As a reaction SMILES: [C:1]([O:2][C:3](=[O:4])[NH:7][CH:8]1[CH2:9][N:10]([CH:12]2[CH2:13][CH:14]=[C:15]([c:18]3[cH:19][c:20]4[c:21]([cH:25][cH:26]3)[O:22][CH2:23][O:24]4)[CH2:16][CH2:17]2)[CH2:11]1)([CH3:5])([CH3:6])[CH3:27].[Cl:35][CH2:36][Cl:37].[F:28][C:29]([C:30](=[O:31])[OH:32])([F:33])[F:34]>>[F:28][C:29]([C:30](=[O:31])[OH:32])([F:33])[F:34].[NH2:7][CH:8]1[CH2:9][N:10]([CH:12]2[CH2:13][CH:14]=[C:15]([c:18]3[cH:19][c:20]4[c:21]([cH:25][cH:26]3)[O:22][CH2:23][O:24]4)[CH2:16][CH2:17]2)[CH2:11]1. The reactants are BrCc1ccccc1, N#CC1CC(F)CN1C(=O)CNC12CCC(C(=O)O)(CC1)CC2, O=C([O-])[O-], CN(C)C=O, [Cs+], [Cs+], O. The product is N#CC1CC(F)CN1C(=O)CNC12CCC(C(=O)OCc3ccccc3)(CC1)CC2. Reaction SMILES: [Br:30][CH2:31][c:32]1[cH:33][cH:34][cH:35][cH:36][cH:37]1.[C:1](=[O:2])([OH:3])[C:4]12[CH2:5][CH2:6][C:7]([NH:12][CH2:13][C:14](=[O:15])[N:16]3[CH:17]([C:22]#[N:23])[CH2:18][CH:19]([F:21])[CH2:20]3)([CH2:8][CH2:9]1)[CH2:10][CH2:11]2.[C:24](=[O:25])([O-:26])[O-:27].[CH3:39][N:40]([CH3:41])[CH:42]=[O:43].[Cs+:28].[Cs+:29].[OH2:38]>>[C:1]([O:2][CH2:31][c:32]1[cH:33][cH:34][cH:35][cH:36][cH:37]1)(=[O:3])[C:4]12[CH2:5][CH2:6][C:7]([NH:12][CH2:13][C:14](=[O:15])[N:16]3[CH:17]([C:22]#[N:23])[CH2:18][CH:19]([F:21])[CH2:20]3)([CH2:8][CH2:9]1)[CH2:10][CH2:11]2. Reactants: C(C)(C)(C)OC(NC=1C=NC(=CC1C1=CC=CC2=C1SC(=C2)C2=NC(=NC=C2)NCCN2C(NCC2)=O)F)=O ([6-fluoro-4-(2-{2-[2-(2-oxo-imidazolidin-1-yl)-ethylamino]-pyrimidin-4-yl}-benzo[b]thiophen-7-yl)-pyridin-3-yl]-carbamic acid tert-butyl ester). Run in ClCCl (dichloromethane). Product: N (ammonia), NC=1C(=CC(=NC1)F)C1=CC=CC2=C1SC(=C2)C2=NC(=NC=C2)NCCN2C(NCC2)=O (1-(2-{4-[7-(5-Amino-2-fluoropyridin-4-yl)benzo[b]thiophen-2-yl]pyrimidin-2-ylamino}ethyl)imidazolidin-2-one). Isolated yield 8.2%. RXN SMILES: C(OC(=O)[NH:7][C:8]1[CH:9]=[N:10][C:11]([F:38])=[CH:12][C:13]=1[C:14]1[C:19]2[S:20][C:21]([C:23]3[CH:28]=[CH:27][N:26]=[C:25]([NH:29][CH2:30][CH2:31][N:32]4[CH2:36][CH2:35][NH:34][C:33]4=[O:37])[N:24]=3)=[CH:22][C:18]=2[CH:17]=[CH:16][CH:15]=1)(C)(C)C>ClCCl>[NH3:7].[NH2:7][C:8]1[C:13]([C:14]2[C:19]3[S:20][C:21]([C:23]4[CH:28]=[CH:27][N:26]=[C:25]([NH:29][CH2:30][CH2:31][N:32]5[CH2:36][CH2:35][NH:34][C:33]5=[O:37])[N:24]=4)=[CH:22][C:18]=3[CH:17]=[CH:16][CH:15]=2)=[CH:12][C:11]([F:38])=[N:10][CH:9]=1. Procedure: Dissolve the [6-fluoro-4-(2-{2-[2-(2-oxo-imidazolidin-1-yl)-ethylamino]-pyrimidin-4-yl}-benzo[b]thiophen-7-yl)-pyridin-3-yl]-carbamic acid tert-butyl ester into dichloromethane and adsorb onto silica gel (10 g) via concentration in vacuo. Dry under high vacuum for 24 hours. Place silica gel into a round bottom flask and heat in a temperature controlled oil bath to 98-99° C. while under high vacuum for 2 hours. Cool to room temperature. Extract product from silica gel with 10% 7 N ammonia in meth...